From a dataset of the Open Reaction Database (ORD), a public repository of structured organic reaction records. describe an organic reaction: reactants, conditions, products, and yield The reactants are OBO, CC(C)N1CCC(Oc2ccc3[nH]c(C(=O)N4CCC(F)(F)CC4)cc3c2)CC1, FC(F)(F)Oc1ccccc1. As a reaction SMILES: [BH:30]([OH:31])[OH:32].[F:1][C:2]1([F:29])[CH2:3][CH2:4][N:5]([C:8](=[O:9])[c:10]2[nH:11][c:12]3[cH:13][cH:14][c:15]([O:19][CH:20]4[CH2:21][CH2:22][N:23]([CH:26]([CH3:27])[CH3:28])[CH2:24][CH2:25]4)[cH:16][c:17]3[cH:18]2)[CH2:6][CH2:7]1.[F:33][C:34]([O:35][c:36]1[cH:37][cH:38][cH:39][cH:40][cH:41]1)([F:42])[F:43]>>[F:1][C:2]1([F:29])[CH2:3][CH2:4][N:5]([C:8](=[O:9])[c:10]2[n:11](-[c:38]3[cH:37][c:36]([O:35][C:34]([F:33])([F:42])[F:43])[cH:41][cH:40][cH:39]3)[c:12]3[cH:13][cH:14][c:15]([O:19][CH:20]4[CH2:21][CH2:22][N:23]([CH:26]([CH3:27])[CH3:28])[CH2:24][CH2:25]4)[cH:16][c:17]3[cH:18]2)[CH2:6][CH2:7]1. Yields the product CC(C)N1CCC(Oc2ccc3c(c2)cc(C(=O)N2CCC(F)(F)CC2)n3-c2cccc(OC(F)(F)F)c2)CC1. The solvent is O(Cl)Cl.[P] (phosphorus oxy chloride). Reaction conditions: time 2 hour. Reaction SMILES: [Cl:1][C:2]1[C:7]([CH2:8][CH2:9]O)=[C:6]([C:11]2[CH:16]=[CH:15][CH:14]=[CH:13][CH:12]=2)[N:5]=[CH:4][N:3]=1.C(Cl)(Cl)[Cl:18]>O(Cl)Cl.[P]>[Cl:1][C:2]1[C:7]([CH2:8][CH2:9][Cl:18])=[C:6]([C:11]2[CH:16]=[CH:15][CH:14]=[CH:13][CH:12]=2)[N:5]=[CH:4][N:3]=1 |f:2.3|. Yields the product ClC1=NC=NC(=C1CCCl)C1=CC=CC=C1 (4-chloro-5-(2-chloroethyl)-6-phenylpyrimidine). Starting materials: ClC1=NC=NC(=C1CCO)C1=CC=CC=C1 (2-(4-chloro-6-phenylpyrimidin-5-yl)ethanol), C(Cl)(Cl)Cl (chloroform). Reported procedure: To a stirred solution of 2-(4-chloro-6-phenylpyrimidin-5-yl)ethanol (340 mg) in dry chloroform (10 mL), phosphorus oxy chloride (2 mL) was slowly added under nitrogen atmosphere at 0° C. The reaction mixture was stirred at room temperature for 2 hours and solvents were removed under reduced pressure. The resulting oil was diluted with dichloromethane (50 mL), washed with 10% NaHCO3 (10 mL) and brine (10 mL). The organic layer was dried over anhydrous Na2SO4 and concentrated to gave crude 4-chlor...